From a dataset of the Open Reaction Database (ORD), a public repository of structured organic reaction records. describe an organic reaction: reactants, conditions, products, and yield Starting materials: C(#N)C=1C=CC(=NC1)C(=O)O (5-cyano-pyridine-2-carboxylic acid), Cl.NC=1C=CC(=C(C1)[C@@]1(COCCC(N1)=O)C)F ((R)-3-(5-amino-2-fluoro-phenyl)-3-methyl-[1,4]oxazepan-5-one hydrochloride). Yields the product FC1=C(C=C(C=C1)NC(=O)C1=NC=C(C=C1)C#N)[C@@]1(COCCC(N1)=O)C (5-cyano-pyridine-2-carboxylic acid [4-fluoro-3-((R)-3-methyl-5-oxo-[1,4]oxazepan-3-yl)-phenyl]-amide). Reaction SMILES: [C:1]([C:3]1[CH:4]=[CH:5][C:6]([C:9]([OH:11])=O)=[N:7][CH:8]=1)#[N:2].Cl.[NH2:13][C:14]1[CH:15]=[CH:16][C:17]([F:29])=[C:18]([C@@:20]2([CH3:28])[NH:26][C:25](=[O:27])[CH2:24][CH2:23][O:22][CH2:21]2)[CH:19]=1>>[F:29][C:17]1[CH:16]=[CH:15][C:14]([NH:13][C:9]([C:6]2[CH:5]=[CH:4][C:3]([C:1]#[N:2])=[CH:8][N:7]=2)=[O:11])=[CH:19][C:18]=1[C@@:20]1([CH3:28])[NH:26][C:25](=[O:27])[CH2:24][CH2:23][O:22][CH2:21]1 |f:1.2|. Procedure: Starting from 5-cyano-pyridine-2-carboxylic acid and (R)-3-(5-amino-2-fluoro-phenyl)-3-methyl-[1,4]oxazepan-5-one hydrochloride, the 5-cyano-pyridine-2-carboxylic acid [4-fluoro-3-((R)-3-methyl-5-oxo-[1,4]oxazepan-3-yl)-phenyl]-amide was obtained as a white solid. MS (ISP): m/z=369.1 [M+H]+. The reactants are CC1=COC2=C1C=C(C=C2)C=O (3-Methyl-benzofuran-5-carbaldehyde), CC1=COC2=C1C=C(C=C2)C=O (3-Methyl-benzofuran-5-carbaldehyde), S1C(NC(C1)=O)=O (1,3-thiazolidine-2,4-dione). The product is CC1=COC2=C1C=C(C=C2)C=C2C(NC(S2)=O)=O (5-(3-Methyl-benzofuran-5-ylmethylene)-thiazolidine-2,4-dione). RXN SMILES: [CH3:1][C:2]1[C:6]2[CH:7]=[C:8]([CH:11]=O)[CH:9]=[CH:10][C:5]=2[O:4][CH:3]=1.[S:13]1[CH2:17][C:16](=[O:18])[NH:15][C:14]1=[O:19]>>[CH3:1][C:2]1[C:6]2[CH:7]=[C:8]([CH:11]=[C:17]3[S:13][C:14](=[O:19])[NH:15][C:16]3=[O:18])[CH:9]=[CH:10][C:5]=2[O:4][CH:3]=1. Reported procedure: Following the general method as outlined in Example 1, starting from 3-Methyl-benzofuran-5-carbaldehyde (intermediate 57) and 1,3-thiazolidine-2,4-dione, the title compound was obtained. Reaction conditions: temperature 20 celsius, time 4 hour. Solvent: C(Cl)Cl (CH2Cl2). Starting materials: BrC1=CC=C(C=C1)/C(/C(=O)O)=C\C=1OC=CC1 ((E)-2-(4-bromophenyl)-3-furan-2-ylacrylic acid), C(C(=O)Cl)(=O)Cl (oxalyl chloride), CN(C)C=O (DMF). Yields the product BrC1=CC=C(C=C1)C(C(=O)Cl)=CC=1OC=CC1 (2-(4-bromophenyl)-3-furan-2-ylacryloyl chloride). Procedure details: A suspension of (E)-2-(4-bromophenyl)-3-furan-2-ylacrylic acid (Preparation 9, 4.10 g, 14.0 mmol) and oxalyl chloride (2.5 mL, 28.0 mmol) in anhydrous CH2Cl2 (100 mL) was treated with a catalytic amount of anhydrous DMF (25 μL). The resulting solution was stirred at 20° C. for 4 h, then the solvents were removed under reduced pressure. CH2Cl2 (50 mL) was added to the residue, then the solvents were evaporated off under reduced pressure to give 2-(4-bromophenyl)-3-furan-2-ylacryloyl chloride as a... As a reaction SMILES: [Br:1][C:2]1[CH:7]=[CH:6][C:5](/[C:8](=[CH:12]\[C:13]2[O:14][CH:15]=[CH:16][CH:17]=2)/[C:9](O)=[O:10])=[CH:4][CH:3]=1.C(Cl)(=O)C([Cl:21])=O.CN(C=O)C>C(Cl)Cl>[Br:1][C:2]1[CH:7]=[CH:6][C:5]([C:8](=[CH:12][C:13]2[O:14][CH:15]=[CH:16][CH:17]=2)[C:9]([Cl:21])=[O:10])=[CH:4][CH:3]=1.